describe an organic reaction: reactants, conditions, products, and yield From a dataset of the Open Reaction Database (ORD), a public repository of structured organic reaction records. Reactants: BrC=1C=NC2=C(N(CCCN2)CC2=C(C(=CC=C2F)F)Cl)N1 (2-Bromo-9-(2-chloro-3,6-difluorobenzyl)-6,7,8,9-tetrahydro-5H-pyrazino[2,3-b][1,4]diazepine), N1(C=NC=C1)CCOC1=CC=C(C=C1)B(O)O (4-(2-(1H-imidazol-1-yl)ethoxy)phenyl boronic acid). Yields the product ClC1=C(CN2C3=C(NCCC2)N=CC(=N3)C3=CC=C(C=C3)OCCN3C=NC=C3)C(=CC=C1F)F (9-(2-chloro-3,6-difluorobenzyl)-2-{4-[2-(1H-imidazol-1-yl)ethoxy]phenyl}-6,7,8,9-tetrahydro-5H-pyrazino[2,3-b][1,4]diazepine). RXN SMILES: Br[C:2]1[CH:3]=[N:4][C:5]2[NH:11][CH2:10][CH2:9][CH2:8][N:7]([CH2:12][C:13]3[C:18]([F:19])=[CH:17][CH:16]=[C:15]([F:20])[C:14]=3[Cl:21])[C:6]=2[N:22]=1.[N:23]1([CH2:28][CH2:29][O:30][C:31]2[CH:36]=[CH:35][C:34](B(O)O)=[CH:33][CH:32]=2)[CH:27]=[CH:26][N:25]=[CH:24]1>>[Cl:21][C:14]1[C:15]([F:20])=[CH:16][CH:17]=[C:18]([F:19])[C:13]=1[CH2:12][N:7]1[CH2:8][CH2:9][CH2:10][NH:11][C:5]2[N:4]=[CH:3][C:2]([C:34]3[CH:35]=[CH:36][C:31]([O:30][CH2:29][CH2:28][N:23]4[CH:27]=[CH:26][N:25]=[CH:24]4)=[CH:32][CH:33]=3)=[N:22][C:6]1=2. Procedure details: The entitled compound can be prepared from 2-Bromo-9-(2-chloro-3,6-difluorobenzyl)-6,7,8,9-tetrahydro-5H-pyrazino[2,3-b][1,4]diazepine and 4-(2-(1H-imidazol-1-yl)ethoxy)phenyl boronic acid as described in example 1 or 30. Starting materials: CCO, Cl, [Na+], [OH-], CCOC(=O)CC(O)(c1ccccc1)c1ccc(OCOC)cc1. Yields the product COCOc1ccc(C(O)(CC(=O)O)c2ccccc2)cc1. As a reaction SMILES: [CH3:28][CH2:29][OH:30].[ClH:27].[Na+:26].[OH-:25].[OH:1][C:2]([CH2:3][C:4](=[O:5])[O:6][CH2:7][CH3:8])([c:9]1[cH:10][cH:11][cH:12][cH:13][cH:14]1)[c:15]1[cH:16][cH:17][c:18]([O:21][CH2:22][O:23][CH3:24])[cH:19][cH:20]1>>[OH:1][C:2]([CH2:3][C:4](=[O:5])[OH:6])([c:9]1[cH:10][cH:11][cH:12][cH:13][cH:14]1)[c:15]1[cH:16][cH:17][c:18]([O:21][CH2:22][O:23][CH3:24])[cH:19][cH:20]1. Starting materials: solution, bis(trimethylsilyl)sodium amide, NC1=NC(=NC(=C1CCNC(OC)=O)N)C1=NN(C2=NC=CC=C21)CC2=C(C=CC=C2)F (Methyl {4,6-diamino-2-[1-(2-fluorobenzyl)-1H-pyrazolo[3,4-b]pyridin-3-yl]pyrimidin-5-yl}ethylcarbamate), solution, bis(trimethylsilyl)sodium amide, O (Water). The solvent is O1CCCC1 (tetrahydrofuran), O1CCCC1 (tetrahydrofuran), O1CCCC1 (tetrahydrofuran). Conditions: temperature 0 celsius, time 3 hour. The product is NC1=C2N(C(NC2=NC(=N1)C1=NN(C2=NC=CC=C21)CC2=C(C=CC=C2)F)=O)CC (6-Amino-7-ethyl-2-[1-(2-fluorobenzyl)-1H-pyrazolo[3,4-b]pyridin-3-yl]-7,9-dihydro-8H-purin-8-one). As a reaction SMILES: [NH2:1][C:2]1[C:7](CCNC(=O)OC)=[C:6]([NH2:15])[N:5]=[C:4]([C:16]2[C:24]3[C:19](=[N:20][CH:21]=[CH:22][CH:23]=3)[N:18]([CH2:25][C:26]3[CH:31]=[CH:30][CH:29]=[CH:28][C:27]=3[F:32])[N:17]=2)[N:3]=1.[OH2:33]>O1CCCC1>[NH2:1][C:2]1[N:3]=[C:4]([C:16]2[C:24]3[C:19](=[N:20][CH:21]=[CH:22][CH:23]=3)[N:18]([CH2:25][C:26]3[CH:31]=[CH:30][CH:29]=[CH:28][C:27]=3[F:32])[N:17]=2)[N:5]=[C:6]2[C:7]=1[N:3]([CH2:2][CH3:7])[C:4](=[O:33])[NH:15]2. Procedure: 59 mg (0.135 mmol) of the compound from example 14A were dissolved in 7.5 ml of tetrahydrofuran and cooled to 0° C., and 150 μl (0.150 mmol) of a 1N solution of bis(trimethylsilyl)sodium amide in tetrahydrofuran were added dropwise. The mixture was stirred at 0° C. for 3 h and then at RT for 16 h. Another 150 μl (0.150 mmol) of a 1N solution of bis(trimethylsilyl)sodium amide in tetrahydrofuran were added dropwise and the mixture was stirred at RT for 2 days. Water was added and the reaction mix... Starting materials: CO, Cl, Fc1ccc(SCCCOC2CCCCO2)c(F)c1. Yields the product OCCCSc1ccc(F)cc1F. As a reaction SMILES: [CH3:21][OH:22].[ClH:1].[F:2][c:3]1[c:4]([S:10][CH2:11][CH2:12][CH2:13][O:14][CH:15]2[CH2:16][CH2:17][CH2:18][CH2:19][O:20]2)[cH:5][cH:6][c:7]([F:9])[cH:8]1>>[F:2][c:3]1[c:4]([S:10][CH2:11][CH2:12][CH2:13][OH:14])[cH:5][cH:6][c:7]([F:9])[cH:8]1.